This data is from the Open Reaction Database (ORD), a public repository of structured organic reaction records. The task is: describe an organic reaction: reactants, conditions, products, and yield The reactants are [BH4-], CCO, CN1[CH2+](c2c(Cl)cc(Cl)cc2-c2ccc(F)cc2)OCC1(C)C, Cl, [I-], [Na+], O. The product is O=Cc1c(Cl)cc(Cl)cc1-c1ccc(F)cc1. Reaction SMILES: [BH4-:25].[CH3:27][CH2:28][OH:29].[Cl:2][c:3]1[c:4]([CH2+:17]2[O:18][CH2:24][C:21]([CH3:22])([CH3:23])[N:19]2[CH3:20])[c:5](-[c:10]2[cH:11][cH:12][c:13]([F:16])[cH:14][cH:15]2)[cH:6][c:7]([Cl:9])[cH:8]1.[ClH:30].[I-:1].[Na+:26].[OH2:31]>>[Cl:2][c:3]1[c:4]([CH:17]=[O:18])[c:5](-[c:10]2[cH:11][cH:12][c:13]([F:16])[cH:14][cH:15]2)[cH:6][c:7]([Cl:9])[cH:8]1. Reactants: CCOC(=O)C (EtOAc), C(C)(=O)O[C@@H]1C([C@@H]2CC[C@]3([C@@]4(CC[C@@]5(C([C@H]4CC[C@@H]3[C@]2(CC1)C)=C(C(C5)=O)C(C)C)CCNC(=O)OC(C)(C)C)C)C)(C)C ((3aR,5aR,5bR,7aR,9S,11aR,11bR,13aS)-3a-(2-((tert-butoxycarbonyl)amino)ethyl)-1-isopropyl-5a,5b,8,8,11a-pentamethyl-2-oxo-3,3a,4,5,5a,5b,6,7,7a,8,9,10,11,11a,11b,12,13,13a-octadecahydro-2H-cyclopenta[a]chrysen-9-yl acetate), [OH-].[Na+] (NaOH), O (Water). Run in CO (methanol), C1CCOC1 (THF). The product is O[C@@H]1C([C@@H]2CC[C@]3([C@@]4(CC[C@@]5(C([C@H]4CC[C@@H]3[C@]2(CC1)C)=C(C(C5)=O)C(C)C)CCNC(OC(C)(C)C)=O)C)C)(C)C (tert-butyl (2-((3aR,5aR,5bR,7aR,9S,11aR,11bR,13aS)-9-hydroxy-1-isopropyl-5a,5b,8,8,11a-pentamethyl-2-oxo-3,3a,4,5,5a,5b,6,7,7a,8,9,10,11,11a,11b,12,13,13a-octadecahydro-2H-cyclopenta[a]chrysen-3a-yl)ethyl)carbamate). The yield is 83.0%. Reaction SMILES: C([O:4][C@H:5]1[CH2:22][CH2:21][C@@:20]2([CH3:23])[C@@H:7]([CH2:8][CH2:9][C@:10]3([CH3:42])[C@@H:19]2[CH2:18][CH2:17][C@H:16]2[C@@:11]3([CH3:41])[CH2:12][CH2:13][C@@:14]3([CH2:31][CH2:32][NH:33][C:34]([O:36][C:37]([CH3:40])([CH3:39])[CH3:38])=[O:35])[CH2:26][C:25](=[O:27])[C:24]([CH:28]([CH3:30])[CH3:29])=[C:15]32)[C:6]1([CH3:44])[CH3:43])(=O)C.[OH-].[Na+].O.CCOC(C)=O>CO.C1COCC1>[OH:4][C@H:5]1[CH2:22][CH2:21][C@@:20]2([CH3:23])[C@@H:7]([CH2:8][CH2:9][C@:10]3([CH3:42])[C@@H:19]2[CH2:18][CH2:17][C@H:16]2[C@@:11]3([CH3:41])[CH2:12][CH2:13][C@@:14]3([CH2:31][CH2:32][NH:33][C:34](=[O:35])[O:36][C:37]([CH3:40])([CH3:39])[CH3:38])[CH2:26][C:25](=[O:27])[C:24]([CH:28]([CH3:30])[CH3:29])=[C:15]32)[C:6]1([CH3:43])[CH3:44] |f:1.2|. Reported procedure: A solution of (3aR,5aR,5bR,7aR,9S,11aR,11bR,13aS)-3a-(2-((tert-butoxycarbonyl)amino)ethyl)-1-isopropyl-5a,5b,8,8,11a-pentamethyl-2-oxo-3,3a,4,5,5a,5b,6,7,7a,8,9,10,11,11a,11b,12,13,13a-octadecahydro-2H-cyclopenta[a]chrysen-9-yl acetate (35) (5.8 g, 9.48 mmol), NaOH (11.37 g, 284 mmol) in methanol (4 mL), THF (6 mL), and Water (2 mL) was stirred at room temperature for 1 h. EtOAc was added and the reaction mixture was washed with water. The organic layer was separated, washed with water and brine... Reactants: C(C1=CC=CC=C1)(=O)N[C@H](C(CN(C(=O)N1[C@H](C(=O)O)CCC1)C)O)CC1=CC=CC=C1 (1-[[[(3S)-3-(Benzoylamino)-2-hydroxy-4-phenylbutyl]methylamino]carbonyl]-L-proline), N1=CC(=CC=C1)CO (3-pyridinylcarbinol), C1(CCCCC1)N=C=NC1CCCCC1 (dicyclohexylcarbodiimide). The reagents and catalysts are CN(C1=CC=NC=C1)C (4-dimethylamino pyridine). The solvent is O1CCCC1 (tetrahydrofuran). Reaction conditions: time 8 hour. Yields the product C(C1=CC=CC=C1)(=O)N[C@H](C(CN(C(=O)N1[C@H](C(=O)OCC=2C=NC=CC2)CCC1)C)O)CC1=CC=CC=C1 (1-[[[(3S)-3-(benzoylamino)-2-hydroxy-4-phenylbutyl]methylamino]carbonyl]-L-proline, 3-pyridinylmethyl ester). RXN SMILES: [C:1]([NH:9][C@@H:10]([CH2:26][C:27]1[CH:32]=[CH:31][CH:30]=[CH:29][CH:28]=1)[CH:11]([OH:25])[CH2:12][N:13]([CH3:24])[C:14]([N:16]1[CH2:23][CH2:22][CH2:21][C@H:17]1[C:18]([OH:20])=[O:19])=[O:15])(=[O:8])[C:2]1[CH:7]=[CH:6][CH:5]=[CH:4][CH:3]=1.[N:33]1[CH:38]=[CH:37][CH:36]=[C:35]([CH2:39]O)[CH:34]=1.C1(N=C=NC2CCCCC2)CCCCC1>CN(C)C1C=CN=CC=1.O1CCCC1>[C:1]([NH:9][C@@H:10]([CH2:26][C:27]1[CH:28]=[CH:29][CH:30]=[CH:31][CH:32]=1)[CH:11]([OH:25])[CH2:12][N:13]([CH3:24])[C:14]([N:16]1[CH2:23][CH2:22][CH2:21][C@H:17]1[C:18]([O:20][CH2:39][C:35]1[CH:34]=[N:33][CH:38]=[CH:37][CH:36]=1)=[O:19])=[O:15])(=[O:8])[C:2]1[CH:7]=[CH:6][CH:5]=[CH:4][CH:3]=1. Procedure details: 1-[[[(3S)-3-(Benzoylamino)-2-hydroxy-4-phenylbutyl]methylamino]carbonyl]-L-proline (isomer A), 4-dimethylamino pyridine, 3-pyridinylcarbinol and dicyclohexylcarbodiimide are taken up into tetrahydrofuran with stirring in an ice bath. The reaction proceeds overnight at room temperature. The dicyclohexylurea is filtered off and the filtrate is concentrated to dryness. The crude product is chromatographed on silica gel to give 1-[[[(3S)-3-(benzoylamino)-2-hydroxy-4-phenylbutyl]methylamino]carbonyl]... Starting materials: BrC=1C=C(C=C2C=CNC12)O[Si](C)(C)C(C)(C)C (7-bromo-5-(tert-butyldimethylsilanyloxy)-1H-indole), C(Cl)Cl (methylene chloride), [F-].C(CCC)[N+](CCCC)(CCCC)CCCC (tetrabutyl ammonium fluoride). Solvent: C(C)(=O)OCC (ethyl acetate). Conditions: time 1 hour. Product: BrC=1C=C(C=C2C=CNC12)O (7-bromo-5-hydroxy-1H-indole). RXN SMILES: [Br:1][C:2]1[CH:3]=[C:4]([O:11][Si](C(C)(C)C)(C)C)[CH:5]=[C:6]2[C:10]=1[NH:9][CH:8]=[CH:7]2.C(Cl)Cl.[F-].C([N+](CCCC)(CCCC)CCCC)CCC>C(OCC)(=O)C>[Br:1][C:2]1[CH:3]=[C:4]([OH:11])[CH:5]=[C:6]2[C:10]=1[NH:9][CH:8]=[CH:7]2 |f:2.3|. Reported procedure: Combine 7-bromo-5-(tert-butyldimethylsilanyloxy)-1H-indole and methylene chloride and treat with tetrabutyl ammonium fluoride (1.0 eq.) at 0° C. After the mixture is stirred for about 1 hour, pour into ethyl acetate, wash with brine, dry the organic layer over Na2SO4 and concentrate. Purify to give 7-bromo-5-hydroxy-1H-indole. Starting materials: COc1cc(C)c(S(=O)(=O)N(CCOCC(=O)OC(C)(C)C)C2CC2)c(C)c1, ClCCl, O=C(O)C(F)(F)F. Yields the product COc1cc(C)c(S(=O)(=O)N(CCOCC(=O)O)C2CC2)c(C)c1. As a reaction SMILES: [CH:1]1([N:4]([S:5](=[O:6])(=[O:7])[c:8]2[c:9]([CH3:17])[cH:10][c:11]([O:15][CH3:16])[cH:12][c:13]2[CH3:14])[CH2:18][CH2:19][O:20][CH2:21][C:22](=[O:23])[O:24][C:25]([CH3:26])([CH3:27])[CH3:28])[CH2:2][CH2:3]1.[Cl:36][CH2:37][Cl:38].[F:29][C:30]([F:31])([F:32])[C:33]([OH:34])=[O:35]>>[CH:1]1([N:4]([S:5](=[O:6])(=[O:7])[c:8]2[c:9]([CH3:17])[cH:10][c:11]([O:15][CH3:16])[cH:12][c:13]2[CH3:14])[CH2:18][CH2:19][O:20][CH2:21][C:22](=[O:23])[OH:24])[CH2:2][CH2:3]1. Reactants: CN1CCC(CC1)C1=CNC2=CC=C(C=C12)O (3-(1-methylpiperidin-4-yl)-5-hydroxy-1H-indole), [OH-].[Na+] (sodium hydroxide), FC1=C(C=CC(=C1)F)S(=O)(=O)Cl (2,4-difluorobenzenesulfonyl chloride). Run in C1CCOC1 (THF). Yields the product CN1CCC(CC1)C1=CNC2=CC=C(C=C12)OS(=O)(=O)C1=C(C=C(C=C1)F)F (2,4-Difluorobenzenesulfonic acid 3-(1-methylpiperidin-4-yl)-1H-indol-5-yl ester). The yield is 100.5%. Reaction SMILES: [F:1][C:2]1[CH:7]=[C:6]([F:8])[CH:5]=[CH:4][C:3]=1[S:9](Cl)(=[O:11])=[O:10].[CH3:13][N:14]1[CH2:19][CH2:18][CH:17]([C:20]2[C:28]3[C:23](=[CH:24][CH:25]=[C:26]([OH:29])[CH:27]=3)[NH:22][CH:21]=2)[CH2:16][CH2:15]1.[OH-].[Na+]>C1COCC1>[CH3:13][N:14]1[CH2:19][CH2:18][CH:17]([C:20]2[C:28]3[C:23](=[CH:24][CH:25]=[C:26]([O:29][S:9]([C:3]4[CH:4]=[CH:5][C:6]([F:8])=[CH:7][C:2]=4[F:1])(=[O:11])=[O:10])[CH:27]=3)[NH:22][CH:21]=2)[CH2:16][CH2:15]1 |f:2.3|. Procedure: By a method similar to Example 31, using 2,4-difluorobenzenesulfonyl chloride (463 mg, 2.2 mmol) was added to a solution of 3-(1-methylpiperidin-4-yl)-5-hydroxy-1H-indole (418 mg, 1.8 mmol) in 0.2 N sodium hydroxide (10 mL, 2.0 mmol) and THF (5 mL) gave 735 mg of product. The crude product was recrystallized from ethyl acetate/hexanes to give 680 mg (92%) of white crystals: mp=163-164° C.; MS(m/e): 406 (M+); Calculated for C20H20F2N2O3S: C, 59.10; H, 4.96; N, 6.89. Found: C, 58.86; H, 4.94; N, 6... Reactants: [N+](=O)([O-])C1=CC2=C(OC3=C2CCCCCC3)C=C1 (2-nitro-6,7,8,9,10,11-hexahydro-benzo[b]-cycloocta[d]furan). Reagents/catalysts: [Ni] (Raney nickel). Run in C(C)O (ethanol). Yields the product C1=C(C=CC=2OC3=C(C21)CCCCCC3)N (6,7,8,9,10,11-Hexahydro-benzo[b]-cycloocta[d]furan-2-ylamine). Yield: 76.3%. Reaction SMILES: [N+:1]([C:4]1[CH:18]=[CH:17][C:7]2[O:8][C:9]3[CH2:16][CH2:15][CH2:14][CH2:13][CH2:12][CH2:11][C:10]=3[C:6]=2[CH:5]=1)([O-])=O>[Ni].C(O)C>[CH:5]1[C:6]2[C:10]3[CH2:11][CH2:12][CH2:13][CH2:14][CH2:15][CH2:16][C:9]=3[O:8][C:7]=2[CH:17]=[CH:18][C:4]=1[NH2:1]. Reported procedure: The core molecule was synthesized by the following procedure. Potassium t-butoxide (5.9 g, 53 mmol) was added in portions to a cooled (5° C.) solution of cycloheptanone oxime (7.5 g, 53 mmol) in DMF (100 mL). The cooled reaction mixture was stirred for 50 minutes and then 1-chloro-4-nitrobenzene (7.9 g, 50 mmol) in DMF (25 mL) was added over 5 minutes. The reaction mixture was stirred at ˜10° C. for 30 minutes and then allowed to warm to room temperature and stirred for an additional 4 hours. Th... Starting materials: [N+](=O)(O)[O-] (nitric acid), CCC1(C(=O)NCNC1=O)C=2C=CC=CC2 (Primidone), [OH-].[Na+] (sodium hydroxide), ice water. The solvent is S(O)(O)(=O)=O (sulfuric acid), S(O)(O)(=O)=O (sulfuric acid). The product is [N+](=O)([O-])C1=NC(NC=C1)=O (Nitroprimidone). As a reaction SMILES: CC[C:3]1(C2C=CC=CC=2)[C:9](=O)[NH:8][CH2:7][NH:6][C:4]1=O.[N+:17]([O-])([OH:19])=[O:18].[OH-:21].[Na+]>S(=O)(=O)(O)O>[N+:17]([C:9]1[CH:3]=[CH:4][NH:6][C:7](=[O:21])[N:8]=1)([O-:19])=[O:18] |f:2.3|. Reported procedure: Primidone, 1.60 g, was dissolved with stirring in 8 ml concentrated sulfuric acid and cooled in ice. A cold solution of 485 μl concentrated nitric acid in 2 ml concentrated sulfuric acid was added over a period of 10 minutes. After 2 hours at 0° C. the reaction mixture was poured into ice water neutralized with cold sodium hydroxide. The precipitate was collected, washed with water and dried in vacuo affording 1.79 g white solid. Product: ClC=1N=CC2=C(N1)N(C(=C2C2=C(C=CC=C2)C)C=O)CCNC(OC(C)(C)C)=O (tert-butyl N-[2-[2-chloro-6-formyl-5-(o-tolyl)pyrrolo[2,3-d]pyrimidin-7-yl]ethyl]carbamate). Reported procedure: To tert-butyl N-[2-[2-chloro-6-(diethoxymethyl)-5-(o-tolyl)pyrrolo[2,3-d]pyrimidin-7-yl]ethyl]carbamate (0.85 g, 1.74 mmole) in AcOH (10 mL) was added water (1.5 mL), stir at room temperature for 16 hrs. The crude reaction was then concentrated under vacuum. After addition of ethyl acetate (50 mL) the organic layer was washed with satd. NaHCO3. The organic layer was dried with magnesium sulfate and then concentrated under vacuum to afford the crude intermediate, tert-butyl N-[2-[2-chloro-6-formy... Solvent: CC(=O)O (AcOH). Reaction conditions: time 16 hour. Starting materials: ClC=1N=CC2=C(N1)N(C(=C2C2=C(C=CC=C2)C)C(OCC)OCC)CCNC(OC(C)(C)C)=O (tert-butyl N-[2-[2-chloro-6-(diethoxymethyl)-5-(o-tolyl)pyrrolo[2,3-d]pyrimidin-7-yl]ethyl]carbamate), O (water). RXN SMILES: [Cl:1][C:2]1[N:3]=[CH:4][C:5]2[C:10]([C:11]3[CH:16]=[CH:15][CH:14]=[CH:13][C:12]=3[CH3:17])=[C:9]([CH:18](OCC)[O:19]CC)[N:8]([CH2:25][CH2:26][NH:27][C:28](=[O:34])[O:29][C:30]([CH3:33])([CH3:32])[CH3:31])[C:6]=2[N:7]=1.O>CC(O)=O>[Cl:1][C:2]1[N:3]=[CH:4][C:5]2[C:10]([C:11]3[CH:16]=[CH:15][CH:14]=[CH:13][C:12]=3[CH3:17])=[C:9]([CH:18]=[O:19])[N:8]([CH2:25][CH2:26][NH:27][C:28](=[O:34])[O:29][C:30]([CH3:32])([CH3:31])[CH3:33])[C:6]=2[N:7]=1.